From a dataset of the Open Reaction Database (ORD), a public repository of structured organic reaction records. describe an organic reaction: reactants, conditions, products, and yield Starting materials: C#CCBr, CCO, CCOC(=O)C(C(C)=O)C(C)C, [H-], [H][H], [Na+]. RXN SMILES: [CH2:17]([C:18]#[CH:19])[Br:20].[CH3:21][CH2:22][OH:23].[CH:3]([CH3:4])([CH3:5])[CH:6]([C:7](=[O:8])[O:9][CH2:10][CH3:11])[C:12](=[O:13])[CH3:14].[H-:1].[H:15][H:16].[Na+:2]>>[CH:3]([CH3:4])([CH3:5])[C:6]([C:7](=[O:8])[O:9][CH2:10][CH3:11])([C:12](=[O:13])[CH3:14])[CH2:19][C:18]#[CH:17]. Yields the product C#CCC(C(C)=O)(C(=O)OCC)C(C)C. Reactants: [Br-], CC(C)[Mg+], O, CCOC(=O)C1(CCNC2CCC(O)CC2)CCCN(C(=O)OC(C)(C)C)C1. Product: CC(C)(C)OC(=O)N1CCCC2(CCN(C3CCC(O)CC3)C2=O)C1. RXN SMILES: [Br-:1].[CH:2]([Mg+:3])([CH3:4])[CH3:5].[OH2:34].[OH:6][CH:7]1[CH2:8][CH2:9][CH:10]([NH:13][CH2:14][CH2:15][C:16]2([C:29](=[O:30])[O:31][CH2:32][CH3:33])[CH2:17][N:18]([C:22](=[O:23])[O:24][C:25]([CH3:26])([CH3:27])[CH3:28])[CH2:19][CH2:20][CH2:21]2)[CH2:11][CH2:12]1>>[OH:6][CH:7]1[CH2:8][CH2:9][CH:10]([N:13]2[CH2:14][CH2:15][C:16]3([CH2:17][N:18]([C:22](=[O:23])[O:24][C:25]([CH3:26])([CH3:27])[CH3:28])[CH2:19][CH2:20][CH2:21]3)[C:29]2=[O:30])[CH2:11][CH2:12]1. Reactants: Cl.C(#N)C1(CC1)NC(=O)[C@H]1NC[C@@H](C1)S(=O)(=O)C1=C(C=CC=C1)Cl ((2S,4R)-4-(2-chloro-benzenesulfonyl)-pyrrolidine-2-carboxylic acid (1-cyano-cyclopropyl)-amide hydrochloride), ClC(=O)OCC (ethyl chloroformate). Product: C(C)OC(=O)N1[C@@H](C[C@H](C1)S(=O)(=O)C1=C(C=CC=C1)Cl)C(NC1(CC1)C#N)=O ((2S,4R)-4-(2-chloro-benzenesulfonyl)-2-(1-cyano-cyclopropylcarbamoyl)-pyrrolidine-1-carboxylic acid ethyl ester). RXN SMILES: Cl.[C:2]([C:4]1([NH:7][C:8]([C@@H:10]2[CH2:14][C@@H:13]([S:15]([C:18]3[CH:23]=[CH:22][CH:21]=[CH:20][C:19]=3[Cl:24])(=[O:17])=[O:16])[CH2:12][NH:11]2)=[O:9])[CH2:6][CH2:5]1)#[N:3].Cl[C:26]([O:28][CH2:29][CH3:30])=[O:27]>>[CH2:29]([O:28][C:26]([N:11]1[CH2:12][C@H:13]([S:15]([C:18]2[CH:23]=[CH:22][CH:21]=[CH:20][C:19]=2[Cl:24])(=[O:17])=[O:16])[CH2:14][C@H:10]1[C:8](=[O:9])[NH:7][C:4]1([C:2]#[N:3])[CH2:6][CH2:5]1)=[O:27])[CH3:30] |f:0.1|. Procedure: L44. (2S,4R)-4-(2-chloro-benzenesulfonyl)-pyrrolidine-2-carboxylic acid (1-cyano-cyclopropyl)-amide hydrochloride from experiment K4 was acylated with ethyl chloroformate in analogy to experiment L21 to give (2S,4R)-4-(2-chloro-benzenesulfonyl)-2-(1-cyano-cyclopropylcarbamoyl)-pyrrolidine-1-carboxylic acid ethyl ester as a colorless oil. MS: 426.0 [M+H]+. RXN SMILES: [F:1][C:2]1[CH:3]=[CH:4][CH:5]=[C:6]2[C:11]=1[N:10]=[C:9]([C:12]([NH:14][C@H:15]1[CH2:20][CH2:19][CH2:18][CH2:17][C@@H:16]1[OH:21])=[O:13])[CH:8]=[C:7]2[CH:22]=O.Cl.Cl.[Cl:26][C:27]1[CH:32]=[CH:31][N:30]=[C:29]([C:33]2([F:39])[CH2:38][CH2:37][NH:36][CH2:35][CH2:34]2)[CH:28]=1.C(O)(=O)C.C([BH3-])#N>ClCCCl.C(N(CC)CC)C.C(Cl)Cl>[Cl:26][C:27]1[CH:32]=[CH:31][N:30]=[C:29]([C:33]2([F:39])[CH2:34][CH2:35][N:36]([CH2:22][C:7]3[C:6]4[C:11](=[C:2]([F:1])[CH:3]=[CH:4][CH:5]=4)[N:10]=[C:9]([C:12]([NH:14][C@H:15]4[CH2:20][CH2:19][CH2:18][CH2:17][C@@H:16]4[OH:21])=[O:13])[CH:8]=3)[CH2:37][CH2:38]2)[CH:28]=1 |f:1.2.3|. Run in ClCCCl (DCE), C(Cl)Cl (CH2Cl2). Product: ClC1=CC(=NC=C1)C1(CCN(CC1)CC1=CC(=NC2=C(C=CC=C12)F)C(=O)N[C@@H]1[C@H](CCCC1)O)F (4-{[4-(4-Chloropyridin-2-yl)-4-fluoropiperidin-1-yl]methyl}-8-fluoro-N-[(1S,2S)-2-hydroxycyclohexyl]quinoline-2-carboxamide). Reagents/catalysts: C(C)N(CC)CC (triethylamine). Reported procedure: To a solution of 8-fluoro-4-formyl-N-[(1S,2S)-2-hydroxycyclohexyl]quinoline-2-carboxamide (C9) (0.080 g, 0.25 mmol) in DCE (3 mL) was 4-chloro-2-(4-fluoropiperidin-4-yl)pyridine dihydrochloride (C5) (0.080 g, 0.28 mmol) and triethylamine (6 drops). After 5 min, acetic acid (0.043 mL, 0.76 mmol) and MP-cyanoborohydride were added. The mixture was irradiated in a microwave reactor at 100° C. for 20 min, then diluted with CH2Cl2 and was washed with brine. The organic solution was dried over sodium ... Conditions: time 5 minute. The reactants are FC=1C=CC=C2C(=CC(=NC12)C(=O)N[C@@H]1[C@H](CCCC1)O)C=O (8-fluoro-4-formyl-N-[(1S,2S)-2-hydroxycyclohexyl]quinoline-2-carboxamide), Cl.Cl.ClC1=CC(=NC=C1)C1(CCNCC1)F (4-chloro-2-(4-fluoropiperidin-4-yl)pyridine dihydrochloride), C(C)(=O)O (acetic acid), C(#N)[BH3-] (cyanoborohydride).